This data is from the Open Reaction Database (ORD), a public repository of structured organic reaction records. The task is: describe an organic reaction: reactants, conditions, products, and yield The reactants are BrCC1CC1 ((bromomethyl)cyclopropane), [H-].[Na+] (sodium hydride), BrCC1CC1 ((bromomethyl)cyclopropane), CS(=O)(=O)C=1C=2C3=C(C(NC3=CC1)=O)C=CC2 (6-(Methylsulfonyl)-benz[cd]indol-2(1H)-one). The solvent is CN(C=O)C (N,N-dimethylformamide). Run at time 17 hour. Product: C1(CC1)CN1C(C2=C3C(C(=CC=C13)S(=O)(=O)C)=CC=C2)=O (1-(Cyclopropymethyl)-6-(methylsulfonyl)-benz[cd]indol-2(1H)-one). As a reaction SMILES: [CH3:1][S:2]([C:5]1[C:6]2[C:7]3[C:11](=[CH:12][CH:13]=1)[NH:10][C:9](=[O:14])[C:8]=3[CH:15]=[CH:16][CH:17]=2)(=[O:4])=[O:3].[H-].[Na+].Br[CH2:21][CH:22]1[CH2:24][CH2:23]1>CN(C)C=O>[CH:22]1([CH2:21][N:10]2[C:11]3[C:7]4[C:6](=[CH:17][CH:16]=[CH:15][C:8]=4[C:9]2=[O:14])[C:5]([S:2]([CH3:1])(=[O:4])=[O:3])=[CH:13][CH:12]=3)[CH2:24][CH2:23]1 |f:1.2|. Procedure: A mixture of 2.5 g of 6-(methylsulfonyl)-benz[cd]indol-2(1H)-one (Example 3) in 50 ml of N,N-dimethylformamide is treated with 0.35 g of sodium hydride and 1.5 ml of (bromomethyl)cyclopropane at 75° C. in a pressure bottle for 24 hours. An additional 1.5 ml of (bromomethyl)cyclopropane is added and heating continued at 75° C. for 17 hours in a pressure bottle. The reaction mixture is cooled then evaporated. The concentrate is chromatographed on silica gel using 1:1 ethyl acetate-hexane to afford... The reactants are Cl (hydrogen chloride), S(=O)(Cl)Cl (thionyl chloride), 36, CC1=NC2=C(N1CCC)C=CC(=C2)CO (2-methyl-1-propyl-1H-benzimidazole-5-methanol). Run in ClC(Cl)Cl (trichloromethane). Conditions: time 1 hour. Yields the product 40.9, Cl.ClCC1=CC2=C(N(C(=N2)C)CCC)C=C1 (5-(chloromethyl)-2-methyl-1-propyl-1H-benzimidazole monohydrochloride). Reaction SMILES: [CH3:1][C:2]1[N:6]([CH2:7][CH2:8][CH3:9])[C:5]2[CH:10]=[CH:11][C:12]([CH2:14]O)=[CH:13][C:4]=2[N:3]=1.[ClH:16].S(Cl)([Cl:19])=O>ClC(Cl)Cl>[ClH:19].[Cl:16][CH2:14][C:12]1[CH:11]=[CH:10][C:5]2[N:6]([CH2:7][CH2:8][CH3:9])[C:2]([CH3:1])=[N:3][C:4]=2[CH:13]=1 |f:4.5|. Reported procedure: A solution of 36 parts of 2-methyl-1-propyl-1H-benzimidazole-5-methanol in 150 parts of trichloromethane is acidified with an excess of gaseous hydrogen chloride. Then there are added dropwise 32 parts of thionyl chloride. Upon completion, the whole is stirred for one hour at room temperature. The reaction mixture is evaporated and the residue is crystallized from 2-propanone. The product is filtered off, washed with 2-propanone and dried, yielding 40.9 parts of 5-(chloromethyl)-2-methyl-1-propy... Reactants: O=C(CC1CCNCC1)c1cc(-c2ccccc2)nc2cc(Cl)ccc12, NN, [Na+], [OH-], O, OCCOCCO. Yields the product Clc1ccc2c(CCC3CCNCC3)cc(-c3ccccc3)nc2c1. RXN SMILES: [Cl:1][c:2]1[cH:3][cH:4][c:5]2[c:6]([C:18]([CH2:19][CH:20]3[CH2:21][CH2:22][NH:23][CH2:24][CH2:25]3)=[O:26])[cH:7][c:8](-[c:12]3[cH:13][cH:14][cH:15][cH:16][cH:17]3)[n:9][c:10]2[cH:11]1.[NH2:28][NH2:29].[Na+:31].[OH-:30].[OH2:27].[OH:32][CH2:33][CH2:34][O:35][CH2:36][CH2:37][OH:38]>>[Cl:1][c:2]1[cH:3][cH:4][c:5]2[c:6]([CH2:18][CH2:19][CH:20]3[CH2:21][CH2:22][NH:23][CH2:24][CH2:25]3)[cH:7][c:8](-[c:12]3[cH:13][cH:14][cH:15][cH:16][cH:17]3)[n:9][c:10]2[cH:11]1. The yield is 88.1%. Starting materials: C(=O)N(C)CC(=O)O (N-formylsarcosine), C(C#C)(=O)OCC (ethyl propiolate). The solvent is C(C)(=O)OC(C)=O (acetic anhydride). The product is CN1C=C(C=C1)C(=O)OCC (ethyl 1-methyl-3-pyrrolecarboxylate). Reaction SMILES: [CH:1]([N:3]([CH2:5][C:6](O)=O)C)=O.[C:9]([O:13][CH2:14][CH3:15])(=[O:12])[C:10]#[CH:11]>C(OC(=O)C)(=O)C>[CH3:1][N:3]1[CH:5]=[CH:6][C:10]([C:9]([O:13][CH2:14][CH3:15])=[O:12])=[CH:11]1. Reported procedure: The same procedure as in Example 1 was carried out using 15.64 g (0.134 mole) of N-formylsarcosine, 49.00 g (0.499 mole) of ethyl propiolate, and 107 ml of acetic anhydride to obtain 18.08 g (yield 88.4%) of the title compound. Starting materials: C=CCBr, CCCCCCCCNCCCCCCCC, CO, CCN(C(C)C)C(C)C, ClCCl, [K+], [K+], O=C([O-])[O-], CN(C)C=O. Product: C=CCN(CCCCCCCC)CCCCCCCC. Reaction SMILES: [CH2:18]([CH:19]=[CH2:20])[Br:21].[CH2:1]([CH2:2][CH2:3][CH2:4][CH2:5][CH2:6][CH2:7][CH3:8])[NH:9][CH2:10][CH2:11][CH2:12][CH2:13][CH2:14][CH2:15][CH2:16][CH3:17].[CH3:45][OH:46].[CH:22]([N:23]([CH2:24][CH3:25])[CH:26]([CH3:27])[CH3:28])([CH3:29])[CH3:30].[Cl:42][CH2:43][Cl:44].[K+:31].[K+:32].[O-:33][C:34]([O-:35])=[O:36].[O:37]=[CH:38][N:39]([CH3:40])[CH3:41]>>[CH2:1]([CH2:2][CH2:3][CH2:4][CH2:5][CH2:6][CH2:7][CH3:8])[N:9]([CH2:10][CH2:11][CH2:12][CH2:13][CH2:14][CH2:15][CH2:16][CH3:17])[CH2:20][CH:19]=[CH2:18].